From a dataset of the Open Reaction Database (ORD), a public repository of structured organic reaction records. describe an organic reaction: reactants, conditions, products, and yield The reactants are C(C)(=O)N[C@@H]1[C@@H](OC(=C[C@@H]1O[Si](C1=CC=CC=C1)(C1=CC=CC=C1)C(C)(C)C)C(=O)OC)C(=O)[O-] ((2R,3R,4S)-3-acetylamino-4-(tert-butyldiphenylsilanyloxy)-3,4-dihydro-2H-pyran-2,6-dicarboxylic acid, 6-methyl ester), Cl.C1(=CC=C(C=C1)CCNCCC)C1=CC=CC=C1 ((2-biphenyl-4-yl-ethyl)propylamine hydrochloride), C(C)(C)N(CC)C(C)C (diisopropyl ethylamine), F[B-](F)(F)F.N1(N=NC2=C1C=CC=C2)OC(=[N+](C)C)N(C)C (2-(1H-benzotriazol-1-yl)-1,1,3,3-tetramethyl-uronium tetrafluoroborate). The solvent is CN(C=O)C (dimethylformamide), C(C)(=O)OCC (ethyl acetate). Reaction conditions: temperature 23 celsius, time 24 hour. Yields the product C(C)(=O)N[C@@H]1[C@H](C=C(O[C@H]1C(N(CCC)CCC1=CC=C(C=C1)C1=CC=CC=C1)=O)C(=O)O)O ((4S,5R,6R)-5-Acetylamino-4-hydroxy-6-[(2-biphenyl-4-yl-ethyl)propylcarbamoyl]-5,6-dihydro-4H-pyran-2-carboxylic acid). Isolated yield 85.2%. RXN SMILES: [C:1]([NH:4][C@H:5]1[C@@H:10]([O:11][Si](C(C)(C)C)(C2C=CC=CC=2)C2C=CC=CC=2)[CH:9]=[C:8]([C:29]([O:31]C)=[O:30])[O:7][C@H:6]1[C:33]([O-:35])=O)(=[O:3])[CH3:2].Cl.[C:37]1([C:49]2[CH:54]=[CH:53][CH:52]=[CH:51][CH:50]=2)[CH:42]=[CH:41][C:40]([CH2:43][CH2:44][NH:45][CH2:46][CH2:47][CH3:48])=[CH:39][CH:38]=1.C(N(C(C)C)CC)(C)C.F[B-](F)(F)F.N1(OC(N(C)C)=[N+](C)C)C2C=CC=CC=2N=N1>CN(C)C=O.C(OCC)(=O)C>[C:1]([NH:4][C@H:5]1[C@H:6]([C:33](=[O:35])[N:45]([CH2:44][CH2:43][C:40]2[CH:39]=[CH:38][C:37]([C:49]3[CH:50]=[CH:51][CH:52]=[CH:53][CH:54]=3)=[CH:42][CH:41]=2)[CH2:46][CH2:47][CH3:48])[O:7][C:8]([C:29]([OH:31])=[O:30])=[CH:9][C@@H:10]1[OH:11])(=[O:3])[CH3:2] |f:1.2,4.5|. Procedure details: To a solution of (2R,3R,4S)-3-acetylamino-4-(tert-butyldiphenylsilanyloxy)-3,4-dihydro-2H-pyran-2,6-dicarboxylic acid, 6-methyl ester (2.0 g), (2-biphenyl-4-yl-ethyl)propylamine hydrochloride (1.33 g) and diisopropyl ethylamine (2.52 ml) in anhydrous dimethylformamide (5 ml) was added 2-(1H-benzotriazol-1-yl)-1,1,3,3-tetramethyl-uronium tetrafluoroborate (1.55 g). The reaction was stirred at 23° C. for 24 hours then diluted with ethyl acetate (200 ml) and washed with water (2×200 ml), dilute hyd...